This data is from the Open Reaction Database (ORD), a public repository of structured organic reaction records. The task is: describe an organic reaction: reactants, conditions, products, and yield Starting materials: BrC1=NC=C(C(=O)NC2=CC=C(C=C2)F)C=C1 (6-bromo-N-(4-fluorophenyl)nicotinamide), C(CO)(=O)OC (methyl glycolate), CC(C)([O-])C.[K+] (potassium tert-butoxide). Solvent: C1CCOC1 (THF). Conditions: temperature 70 celsius. Product: COC(COC1=NC=C(C=C1)C(NC1=CC=C(C=C1)F)=O)=O ([5-(4-Fluorophenylcarbamoyl)Pyridin-2-Yloxy]Acetic Acid Methyl Ester). The yield is 65.7%. Reaction SMILES: Br[C:2]1[CH:17]=[CH:16][C:5]([C:6]([NH:8][C:9]2[CH:14]=[CH:13][C:12]([F:15])=[CH:11][CH:10]=2)=[O:7])=[CH:4][N:3]=1.[C:18]([O:22][CH3:23])(=[O:21])[CH2:19][OH:20].CC(C)([O-])C.[K+]>C1COCC1>[CH3:23][O:22][C:18](=[O:21])[CH2:19][O:20][C:2]1[CH:17]=[CH:16][C:5]([C:6](=[O:7])[NH:8][C:9]2[CH:14]=[CH:13][C:12]([F:15])=[CH:11][CH:10]=2)=[CH:4][N:3]=1 |f:2.3|. Procedure details: A suspension of 6-bromo-N-(4-fluorophenyl)nicotinamide (1.0 g, 3.4 mmol), methyl glycolate (1.6 mL, 19 mmol), and potassium tert-butoxide (1.5 g, 13.6 mmol) in THF (10 mL) was heated in a sealed tube at 70° C. After 3 h the reaction mixture was poured onto ice and the solids isolated by filtration. Purification on silica gel by column chromatography using 30% ethyl acetate in hexanes gave 0.68 g (65%) of the titled product as a white solid: 1H NMR (300 MHz, DMSO-d6) δ 10.30 (s 1H), 8.66 (m, 1H),...